This data is from the Open Reaction Database (ORD), a public repository of structured organic reaction records. The task is: describe an organic reaction: reactants, conditions, products, and yield The reactants are O=O (oxygen), C(C)(=O)OC(C)=O (acetic anhydride), C(C)(=O)OC(C)=O (Acetic anhydride), C1CC2=CC=CC3=CC=CC1=C23 (acenaphthene), [Na+].[Br-] (NaBr), N(CCO)(CCO)CCO (triethanolamine), O=O (oxygen). Reagents/catalysts: O.O.O.O.C(C)(=O)[O-].[Co+2].C(C)(=O)[O-] (cobalt acetate tetrahydrate), O.O.O.O.C(C)(=O)[O-].[Mn+2].C(C)(=O)[O-] (manganese acetate tetrahydrate). Solvent: ClC1=CC=CC=C1 (chlorobenzene), C(C)(=O)O (acetic acid). Conditions: temperature 65 celsius, time 42 hour. The product is C1(=CC=CC2=CC=CC=C12)C(=O)OC(=O)C1=CC=CC2=CC=CC=C12 (naphthalic anhydride). Isolated yield 79.0%. Reaction SMILES: C1[C:11]2=[C:12]3[C:7](=[CH:8][CH:9]=[CH:10]2)[CH:6]=[CH:5][CH:4]=C3C1.[Na+].[Br-].N([CH2:22][CH2:23]O)(CCO)CCO.O=O.[C:27]([O:30][C:31](=[O:33])[CH3:32])(=[O:29])[CH3:28]>O.O.O.O.C([O-])(=O)C.[Co+2].C([O-])(=O)C.O.O.O.O.C([O-])(=O)C.[Mn+2].C([O-])(=O)C.ClC1C=CC=CC=1.C(O)(=O)C>[C:28]1([C:27]([O:30][C:31]([C:32]2[C:8]3[C:7](=[CH:12][CH:11]=[CH:10][CH:9]=3)[CH:6]=[CH:5][CH:4]=2)=[O:33])=[O:29])[C:22]2[C:23](=[CH:4][CH:5]=[CH:6][CH:7]=2)[CH:10]=[CH:9][CH:8]=1 |f:1.2,6.7.8.9.10.11.12,13.14.15.16.17.18.19|. Procedure details: 8 g of acenaphthene, 0.45 g of cobalt acetate tetrahydrate, 0.045 g of manganese acetate tetrahydrate, 0.045 g of NaBr, 0.17 ml of triethanolamine, 30 ml of acetic acid, and 50 ml of chlorobenzene were charged in the same manner as in Example 1. The air in the system was substituted with oxygen gas and the system was heated to 65° C., the reaction setting in. Acetic anhydride was dropped while gradually heating the reaction system for reaction. The reaction was continued for 42 hours during whic... The reactants are CC(=O)O[BH-](OC(C)=O)OC(C)=O, CSCCOc1cnc(N)nc1, CCN(CC1CCCC1)c1ccc(OC)nc1C=O, ClCCCl, [Na+], O. Yields the product CCN(CC1CCCC1)c1ccc(OC)nc1CNc1ncc(OCCSC)cn1. Reaction SMILES: [C:32]([O:33][BH-:34]([O:35][C:36](=[O:37])[CH3:38])[O:39][C:40](=[O:41])[CH3:42])(=[O:43])[CH3:44].[CH3:1][S:2][CH2:3][CH2:4][O:5][c:6]1[cH:7][n:8][c:9]([NH2:12])[n:10][cH:11]1.[CH:13]1([CH2:18][N:19]([c:20]2[c:21]([CH:28]=[O:29])[n:22][c:23]([O:26][CH3:27])[cH:24][cH:25]2)[CH2:30][CH3:31])[CH2:14][CH2:15][CH2:16][CH2:17]1.[Cl:47][CH2:48][CH2:49][Cl:50].[Na+:45].[OH2:46]>>[CH3:1][S:2][CH2:3][CH2:4][O:5][c:6]1[cH:7][n:8][c:9]([NH:12][CH2:28][c:21]2[c:20]([N:19]([CH2:18][CH:13]3[CH2:14][CH2:15][CH2:16][CH2:17]3)[CH2:30][CH3:31])[cH:25][cH:24][c:23]([O:26][CH3:27])[n:22]2)[n:10][cH:11]1. As a reaction SMILES: [Mg].II.Br[C:5]1[CH:10]=[CH:9][C:8]([CH2:11][CH:12]([CH3:14])[CH3:13])=[CH:7][CH:6]=1.C[O:16][B:17](OC)[O:18]C.Cl>O1CCCC1.CCOCC>[CH2:11]([C:8]1[CH:9]=[CH:10][C:5]([B:17]([OH:18])[OH:16])=[CH:6][CH:7]=1)[CH:12]([CH3:14])[CH3:13]. Isolated yield 69.8%. Procedure: To a suspension of 0.68 g (28.15 mmol) of magnesium turnings in 50 mL of tetrahydrofuran under argon, a crystal of iodine was added and a solution of 4-bromo-isobutylbenzene (6.0 g, 28.15 mmol) in 25 mL of tetrahydrofuran was added at such a rate that a gentle reflux was maintained. The mixture was refluxed for an additional 1 hour, cooled to room temperature and added in portions over 15 min to a solution of trimethylborate (2.93 g, 28.15 mmol) in 50 mL of ether at -78° C. under argon. After 30... Reactants: BrC1=CC=C(C=C1)CC(C)C (4-bromo-isobutylbenzene), COB(OC)OC (trimethylborate), Cl (hydrochloric acid), [Mg] (magnesium), II (iodine). Run in O1CCCC1 (tetrahydrofuran), CCOCC (ether), O1CCCC1 (tetrahydrofuran). Yields the product C(C(C)C)C1=CC=C(C=C1)B(O)O (4-isobutyl-phenylboronic acid). Run at time 30 minute. The reactants are ClC1=C(C(=O)Cl)C=CC(=C1)F (2-chloro-4-fluorobenzoyl chloride), ClC1=NC=C(C=C1)C(F)(F)F (2-chloro-5-(trifluoromethyl)pyridine), ClC1=C(C=CC(=C1)Cl)C1=NC(=NC=C1C=1NC=CN1)NCCNC1=NC=C(C=C1)[N+](=O)[O-] ([4-(2,4-dichlorophenyl)-5-imidazol-2-ylpyrimidin-2-yl]{2-[(5-nitro(2-pyridyl))amino]-ethyl}amine). Product: ClC1=C(C=CC(=C1)F)C1=NC(=NC=C1C=1NC=CN1)NCCNC1=NC=C(C=C1)C(F)(F)F ([4-(2-chloro-4-fluorophenyl)-5-imidazol-2-ylpyrimidin-2-yl](2-{[5-(trifluoromethyl)(2-pyridyl)]amino}ethyl)amine). RXN SMILES: [Cl:1][C:2]1[CH:10]=[C:9]([F:11])[CH:8]=[CH:7][C:3]=1[C:4](Cl)=O.Cl[C:13]1[CH:18]=[CH:17][C:16]([C:19]([F:22])([F:21])[F:20])=[CH:15][N:14]=1.ClC1C=C(Cl)C=CC=1C1[C:36]([C:37]2[NH:38][CH:39]=[CH:40][N:41]=2)=[CH:35][N:34]=[C:33]([NH:42][CH2:43][CH2:44][NH:45]C2C=CC([N+]([O-])=O)=CN=2)[N:32]=1>>[Cl:1][C:2]1[CH:10]=[C:9]([F:11])[CH:8]=[CH:7][C:3]=1[C:4]1[C:36]([C:37]2[NH:38][CH:39]=[CH:40][N:41]=2)=[CH:35][N:34]=[C:33]([NH:42][CH2:43][CH2:44][NH:45][C:13]2[CH:18]=[CH:17][C:16]([C:19]([F:22])([F:21])[F:20])=[CH:15][N:14]=2)[N:32]=1. Procedure: [4-(2-chloro-4-fluorophenyl)-5-imidazol-2-ylpyrimidin-2-yl](2-{[5-(trifluoromethyl)(2-pyridyl)]amino}ethyl)amine was prepared from 2-chloro-4-fluorobenzoyl chloride and 2-chloro-5-(trifluoromethyl)pyridine using the general method for [4-(2,4-dichlorophenyl)-5-imidazol-2-ylpyrimidin-2-yl]{2-[(5-nitro(2-pyridyl))amino]-ethyl}amine. Starting materials: BrC1=C(C=C(C=C1)[N+](=O)[O-])C (2-bromo-5-nitrotoluene), COC=1C=C(C=CC1)B(O)O (3-methoxyphenylboronic acid), C([O-])([O-])=O.[Na+].[Na+] (sodium carbonate). The reagents and catalysts are C=1C=CC(=CC1)[P](C=2C=CC=CC2)(C=3C=CC=CC3)[Pd]([P](C=4C=CC=CC4)(C=5C=CC=CC5)C=6C=CC=CC6)([P](C=7C=CC=CC7)(C=8C=CC=CC8)C=9C=CC=CC9)[P](C=1C=CC=CC1)(C=1C=CC=CC1)C=1C=CC=CC1 (tetrakis(triphenylphosphine)palladium(0)). The solvent is COCCOC (1,2-dimethoxyethane), C(C)O (ethanol). Reaction conditions: time 18 hour. Yields the product COC=1C=C(C=CC1)C1=C(C=C(C=C1)[N+](=O)[O-])C (1-(3-methoxyphenyl)-2-methyl-4-nitrobenzene). The yield is 90.1%. Reaction SMILES: Br[C:2]1[CH:7]=[CH:6][C:5]([N+:8]([O-:10])=[O:9])=[CH:4][C:3]=1[CH3:11].[CH3:12][O:13][C:14]1[CH:15]=[C:16](B(O)O)[CH:17]=[CH:18][CH:19]=1.C(=O)([O-])[O-].[Na+].[Na+]>COCCOC.C(O)C.C1C=CC([P]([Pd]([P](C2C=CC=CC=2)(C2C=CC=CC=2)C2C=CC=CC=2)([P](C2C=CC=CC=2)(C2C=CC=CC=2)C2C=CC=CC=2)[P](C2C=CC=CC=2)(C2C=CC=CC=2)C2C=CC=CC=2)(C2C=CC=CC=2)C2C=CC=CC=2)=CC=1>[CH3:12][O:13][C:14]1[CH:19]=[C:18]([C:2]2[CH:7]=[CH:6][C:5]([N+:8]([O-:10])=[O:9])=[CH:4][C:3]=2[CH3:11])[CH:17]=[CH:16][CH:15]=1 |f:2.3.4,^1:41,43,62,81|. Reported procedure: A solution of 2-bromo-5-nitrotoluene (40.0 gm, 185 mmol) in 1,2-dimethoxyethane (600 mL) was added to tetrakis(triphenylphosphine)palladium(0) (9.77 gm, 9.25 mmol) under nitrogen at room temperature. A solution of 3-methoxyphenylboronic acid (31.5 gm, 207 mmol) in ethanol (150 mL) was added. Finally, 2M aqueous sodium carbonate (800 mL) was added and the mixture was heated under reflux with rapid mechanical stirring for 18 h. After being cooled, the mixture was partitioned between ethyl acetate ... Starting materials: F[B-](F)(F)F, CC(C)(C)[SiH2]OC(C)(C)c1cc(CCN)ccc1Cl, CCN(C(C)C)C(C)C, ClCCl, O=C(O)CC(F)(F)F, CN(C)C(On1nnc2ccccc21)=[N+](C)C. Yields the product CC(C)(C)[SiH2]OC(C)(C)c1cc(CCNC(=O)CC(F)(F)F)ccc1Cl. RXN SMILES: [B-:1]([F:2])([F:3])([F:4])[F:5].[C:23]([CH3:24])([CH3:25])([CH3:26])[SiH2:27][O:28][C:29]([c:30]1[cH:31][c:32]([CH2:37][CH2:38][NH2:39])[cH:33][cH:34][c:35]1[Cl:36])([CH3:40])[CH3:41].[CH:50]([N:51]([CH2:52][CH3:53])[CH:54]([CH3:55])[CH3:56])([CH3:57])[CH3:58].[Cl:59][CH2:60][Cl:61].[F:42][C:43]([CH2:44][C:45](=[O:46])[OH:47])([F:48])[F:49].[n:6]1([O:7][C:8]([N:9]([CH3:10])[CH3:11])=[N+:12]([CH3:13])[CH3:14])[c:15]2[cH:16][cH:17][cH:18][cH:19][c:20]2[n:21][n:22]1>>[C:23]([CH3:24])([CH3:25])([CH3:26])[SiH2:27][O:28][C:29]([c:30]1[cH:31][c:32]([CH2:37][CH2:38][NH:39][C:45]([CH2:44][C:43]([F:42])([F:48])[F:49])=[O:46])[cH:33][cH:34][c:35]1[Cl:36])([CH3:40])[CH3:41]. Reactants: N(=NC(C(=O)[O-])(CC)C)C(C(=O)[O-])(CC)C (2,2′-azobis(methyl 2-methylpropionate)), C(C(=C)C)(=O)OC(C)OCC (1-ethoxyethyl methacrylate), C(C(=C)C)(=O)OCC1(COC1)CC ((1-ethyl-3-oxacyclobutyl)methyl methacrylate), C(C(=C)C)(=O)OCC1=CC=CC=C1 (benzyl methacrylate). Run in C(C(C)C)C(=O)C (methyl isobutyl ketone), CCCCCCC (heptane). Conditions: time 6 hour. The product is C(C(=C)C)(=O)OC(C)OCC.C(C(=C)C)(=O)OCC1(COC1)CC.C(C(=C)C)(=O)OCC1=CC=CC=C1 (1-ethoxyethyl methacrylate (1-ethyl-3-oxacyclobutyl)methyl methacrylate benzyl methacrylate). As a reaction SMILES: [C:1]([O:6][CH:7]([O:9][CH2:10][CH3:11])[CH3:8])(=[O:5])[C:2]([CH3:4])=[CH2:3].[C:12]([O:17][CH2:18][C:19]1([CH2:23][CH3:24])[CH2:22][O:21][CH2:20]1)(=[O:16])[C:13]([CH3:15])=[CH2:14].[C:25]([O:30][CH2:31][C:32]1[CH:37]=[CH:36][CH:35]=[CH:34][CH:33]=1)(=[O:29])[C:26]([CH3:28])=[CH2:27].N(C(C)(CC)C([O-])=O)=NC(C)(CC)C([O-])=O>CCCCCCC.C(C(C)=O)C(C)C>[C:1]([O:6][CH:7]([O:9][CH2:10][CH3:11])[CH3:8])(=[O:5])[C:2]([CH3:4])=[CH2:3].[C:12]([O:17][CH2:18][C:19]1([CH2:23][CH3:24])[CH2:20][O:21][CH2:22]1)(=[O:16])[C:13]([CH3:15])=[CH2:14].[C:25]([O:30][CH2:31][C:32]1[CH:33]=[CH:34][CH:35]=[CH:36][CH:37]=1)(=[O:29])[C:26]([CH3:28])=[CH2:27] |f:6.7.8|. Procedure: Into a 500 ml-volume three-neck flask, 47.5 g (0.3 mol) of 1-ethoxyethyl methacrylate, 33.2 g (0.18 mol) of (1-ethyl-3-oxacyclobutyl)methyl methacrylate, 21.2 g (0.12 mol) of benzyl methacrylate and 300 ml of methyl isobutyl ketone were charged. A catalytic amount of 2,2′-azobis(methyl 2-methylpropionate) was added thereto as a radical polymerization initiator, and polymerization was allowed to proceed at 80° C. for 6 hours in a nitrogen stream. The reaction solution was cooled and then poured i... Reactants: CC(C)(C)OC(=O)N1CCNCC1, CC#N, Fc1ccc(Nc2ncnc3cc(OCCBr)c(OC4CCCC4)cc23)cc1Cl, C1CCC2=NCCCN2CC1. Product: CC(C)(C)OC(=O)N1CCN(CCOc2cc3ncnc(Nc4ccc(F)c(Cl)c4)c3cc2OC2CCCC2)CC1. RXN SMILES: [C:41]([CH3:42])([CH3:43])([CH3:44])[O:45][C:46](=[O:47])[N:48]1[CH2:49][CH2:50][NH:51][CH2:52][CH2:53]1.[CH3:54][C:55]#[N:56].[Cl:12][c:13]1[cH:14][c:15]([NH:20][c:21]2[n:22][cH:23][n:24][c:25]3[cH:26][c:27]([O:37][CH2:38][CH2:39][Br:40])[c:28]([O:31][CH:32]4[CH2:33][CH2:34][CH2:35][CH2:36]4)[cH:29][c:30]23)[cH:16][cH:17][c:18]1[F:19].[N:1]12[CH2:2][CH2:3][CH2:4][N:5]=[C:6]1[CH2:7][CH2:8][CH2:9][CH2:10][CH2:11]2>>[Cl:12][c:13]1[cH:14][c:15]([NH:20][c:21]2[n:22][cH:23][n:24][c:25]3[cH:26][c:27]([O:37][CH2:38][CH2:39][N:51]4[CH2:50][CH2:49][N:48]([C:46]([O:45][C:41]([CH3:42])([CH3:43])[CH3:44])=[O:47])[CH2:53][CH2:52]4)[c:28]([O:31][CH:32]4[CH2:33][CH2:34][CH2:35][CH2:36]4)[cH:29][c:30]23)[cH:16][cH:17][c:18]1[F:19]. The reactants are Cl (hydrochloric acid), Cl.C1(=CC=CC=C1)C1(C=CCC=C1)CCN (1-phenyl-2,5-cyclohexadien-1-ethylamine hydrochloride), 3A, CO (methanol), p-formaldehyde, C(#N)[BH3-].[Na+] (sodium cyanoborohydride), N (ammonia). Run at time 10 minute. Product: CN(CCC1(C=CCC=C1)C1=CC=CC=C1)C (N,N-dimethyl-1-phenyl-2,5-cyclohexadien-1-ethylamine). RXN SMILES: Cl.[C:2]1([C:8]2([CH2:14][CH2:15]N)[CH:13]=[CH:12][CH2:11][CH:10]=[CH:9]2)[CH:7]=[CH:6][CH:5]=[CH:4][CH:3]=1.[C:17]([BH3-])#[N:18].[Na+].Cl.N.[CH3:23]O>>[CH3:23][N:18]([CH3:17])[CH2:15][CH2:14][C:8]1([C:2]2[CH:7]=[CH:6][CH:5]=[CH:4][CH:3]=2)[CH:13]=[CH:12][CH2:11][CH:10]=[CH:9]1 |f:0.1,2.3|. Procedure: 4 g. of 1-phenyl-2,5-cyclohexadien-1-ethylamine hydrochloride are placed in 100 ml. of absolute methanol. After the addition of 3.3 g. (6.5 equivalents) of p-formaldehyde, 1 g. (about 1 equivalent) of sodium cyanoborohydride and 5 g. of molecular sieve 3A, the mixture is stirred at room temperature overnight and subsequently worked-up as follows: The mixture is poured into aqueous 3 N hydrochloric acid, stirred for 10 minutes, made basic with concentrated aqueous ammonia, extracted with ethyl ac...